From a dataset of the Open Reaction Database (ORD), a public repository of structured organic reaction records. describe an organic reaction: reactants, conditions, products, and yield Starting materials: C(C)(=O)N(C1=CC=CC=C1)CCCCCCCC (N-acetyl-N-octylaniline), Cl (hydrochloric acid), [OH-].[K+] (potassium hydroxide). Solvent: O (water), hexanes. Run at temperature 105 celsius, time 4 day. The product is C(CCCCCCC)NC1=CC=CC=C1 (N-octylaniline). Yield: 99.5%. Reaction SMILES: C([N:4]([CH2:11][CH2:12][CH2:13][CH2:14][CH2:15][CH2:16][CH2:17][CH3:18])[C:5]1[CH:10]=[CH:9][CH:8]=[CH:7][CH:6]=1)(=O)C.Cl.[OH-].[K+]>O>[CH2:11]([NH:4][C:5]1[CH:6]=[CH:7][CH:8]=[CH:9][CH:10]=1)[CH2:12][CH2:13][CH2:14][CH2:15][CH2:16][CH2:17][CH3:18] |f:2.3|. Reported procedure: To N-acetyl-N-octylaniline (48.4 g, 196 mmol) there was added 4N hydrochloric acid (100 mL) and the mixture heated to 100-110° C. and stirred at this temperature for 4 days. The reaction mixture was cooled to ambient temperature, diluted with water (100 mL), and hexanes (200 mL). The pH of the reaction mixture was brought to pH 14 by addition of 45% potassium hydroxide with cooling by an ice bath. The layers were separated and the aqueous layer washed with hexanes (100 mL). The combined organic ... Reactants: COC(=O)CBr, CC(C)=O, [K+], [K+], O=C([O-])[O-], COc1ccc(C(=O)c2ccc(O)cc2)cc1. Product: COC(=O)COc1ccc(C(=O)c2ccc(OC)cc2)cc1. RXN SMILES: [Br:24][CH2:25][C:26](=[O:27])[O:28][CH3:29].[CH3:30][C:31](=[O:32])[CH3:33].[K+:18].[K+:19].[O-:20][C:21]([O-:22])=[O:23].[OH:1][c:2]1[cH:3][cH:4][c:5]([C:6](=[O:7])[c:8]2[cH:9][cH:10][c:11]([O:14][CH3:15])[cH:12][cH:13]2)[cH:16][cH:17]1>>[O:1]([c:2]1[cH:3][cH:4][c:5]([C:6](=[O:7])[c:8]2[cH:9][cH:10][c:11]([O:14][CH3:15])[cH:12][cH:13]2)[cH:16][cH:17]1)[CH2:25][C:26](=[O:27])[O:28][CH3:29].